This data is from the Open Reaction Database (ORD), a public repository of structured organic reaction records. The task is: describe an organic reaction: reactants, conditions, products, and yield Starting materials: C[SiH](C)OC(Oc1ccccc1)C(C=CC1CCC2C(=O)CCC12)C(C)(C)C, C[Si](C)(C)[N-][Si](C)(C)C, COC(=O)CCCC=O, CC(=O)O, CCOCC, [Li+], C1CCOC1, O. Yields the product COC(=O)CCCC(O)C1CC2C(C=CC(C(Oc3ccccc3)O[SiH](C)C)C(C)(C)C)CCC2C1=O. Reaction SMILES: [C:1]([CH3:2])([CH3:3])([CH3:4])[CH:5]([CH:6]=[CH:7][CH:8]1[CH:9]2[CH2:10][CH2:11][C:12](=[O:16])[CH:13]2[CH2:14][CH2:15]1)[CH:17]([O:18][c:19]1[cH:20][cH:21][cH:22][cH:23][cH:24]1)[O:25][SiH:26]([CH3:27])[CH3:28].[CH3:29][Si:30]([N-:31][Si:32]([CH3:33])([CH3:34])[CH3:35])([CH3:36])[CH3:37].[CH3:39][O:40][C:41](=[O:42])[CH2:43][CH2:44][CH2:45][CH:46]=[O:47].[CH3:48][C:49](=[O:50])[OH:51].[CH3:57][CH2:58][O:59][CH2:60][CH3:61].[Li+:38].[O:52]1[CH2:53][CH2:54][CH2:55][CH2:56]1.[OH2:62]>>[C:1]([CH3:2])([CH3:3])([CH3:4])[CH:5]([CH:6]=[CH:7][CH:8]1[CH:9]2[CH2:10][CH:11]([CH:46]([CH2:45][CH2:44][CH2:43][C:41]([O:40][CH3:39])=[O:42])[OH:47])[C:12](=[O:16])[CH:13]2[CH2:14][CH2:15]1)[CH:17]([O:18][c:19]1[cH:20][cH:21][cH:22][cH:23][cH:24]1)[O:25][SiH:26]([CH3:27])[CH3:28]. Starting materials: COC1=NCCC1 (2-methoxy-1-pyrroline), C(C)OC(C(C(=O)OCC)=COCC)=O (diethyl-ethoxymethylene-malonate), C(C)(=O)[O-].[NH4+] (ammonium acetate). Product: C(C)C=1N=C2N(C(C1)=O)CCC2 (ethyl 4-oxo-4,6,7,8-tetrahydro-pyrrolo[1,2-a]pyrimidine). The yield is 7.1%. As a reaction SMILES: CO[C:3]1[CH2:7][CH2:6][CH2:5][N:4]=1.C(OC(=O)[C:12](=[CH:18]OCC)[C:13]([O:15]CC)=O)C.[C:23]([O-])(=O)[CH3:24].[NH4+:27]>>[CH2:23]([C:18]1[N:27]=[C:3]2[CH2:7][CH2:6][CH2:5][N:4]2[C:13](=[O:15])[CH:12]=1)[CH3:24] |f:2.3|. Reported procedure: According to HU-Patent Specification No. 167 676 2-methoxy-1-pyrroline is heated with diethyl-ethoxymethylene-malonate for 8 hours in the presence of ammonium acetate and the reaction mixture is processed in a complicated manner to give ethyl 4-oxo-4,6,7,8-tetrahydro-pyrrolo[1,2-a]pyrimidine with a yield of 7.1%. No melting point of the product is given, the product is characterized only by IR and PMR spectra. Starting materials: OCCNC(OCC1=CC=CC=C1)=O (benzyl (2-hydroxyethyl)carbamate), O1C(C(=O)OC)C1(C1=CC=CC=C1)C1=CC=CC=C1 (methyl 2,3-epoxy-3,3-diphenylpropionate), C1(=CC=C(C=C1)S(=O)(=O)O)C (p-toluenesulfonic acid). Solvent: C(Cl)Cl (methylene chloride), C(Cl)Cl (methylene chloride). Reaction conditions: time 24 hour. Product: OC(C(=O)OC)C(C1=CC=CC=C1)(C1=CC=CC=C1)OCCNC(=O)OCC1=CC=CC=C1 (Methyl 2-hydroxy-3-(2-benzyloxycarbonylaminoethoxy)-3,3-diphenylpropionate). As a reaction SMILES: [OH:1][CH2:2][CH2:3][NH:4][C:5](=[O:14])[O:6][CH2:7][C:8]1[CH:13]=[CH:12][CH:11]=[CH:10][CH:9]=1.[O:15]1[C:21]([C:28]2[CH:33]=[CH:32][CH:31]=[CH:30][CH:29]=2)([C:22]2[CH:27]=[CH:26][CH:25]=[CH:24][CH:23]=2)[CH:16]1[C:17]([O:19][CH3:20])=[O:18].C1(C)C=CC(S(O)(=O)=O)=CC=1>C(Cl)Cl>[OH:15][CH:16]([C:21]([O:1][CH2:2][CH2:3][NH:4][C:5]([O:6][CH2:7][C:8]1[CH:9]=[CH:10][CH:11]=[CH:12][CH:13]=1)=[O:14])([C:28]1[CH:33]=[CH:32][CH:31]=[CH:30][CH:29]=1)[C:22]1[CH:23]=[CH:24][CH:25]=[CH:26][CH:27]=1)[C:17]([O:19][CH3:20])=[O:18]. Procedure details: 9.8 g (50 mmol) of benzyl (2-hydroxyethyl)carbamate and 12.7 g (50 mmol) of methyl 2,3-epoxy-3,3-diphenylpropionate were dissolved in 80 ml of methylene chloride and, with ice-cooling, 0.95 g (5 mmol) of p-toluenesulfonic acid was added. The reaction mixture was stirred at room temperature for 24 hours and then diluted with methylene chloride and extracted with 2M aqueous sodium hydroxide solution, the organic phase was separated off and dried over sodium sulfate and the solvent was distilled of... The reactants are ClC1=CC=CC=2C(C3=C(C=CC=C3C(C12)=O)Cl)=O (1,5-Dichloroanthraquinone), NCCCO (3-amino-1-propanol), O (water). Solvent: CS(=O)C (DMSO). Run at temperature 130 celsius. Yields the product OCCCNC1=CC=CC=2C(C3=C(C=CC=C3C(C12)=O)NCCCO)=O (1,5-Bis(3-hydroxypropylamino)-anthraquinone). RXN SMILES: Cl[C:2]1[C:15]2[C:14](=[O:16])[C:13]3[C:8](=[C:9](Cl)[CH:10]=[CH:11][CH:12]=3)[C:7](=[O:18])[C:6]=2[CH:5]=[CH:4][CH:3]=1.[NH2:19][CH2:20][CH2:21][CH2:22][OH:23].[OH2:24]>CS(C)=O>[OH:23][CH2:22][CH2:21][CH2:20][NH:19][C:2]1[C:15]2[C:14](=[O:16])[C:13]3[C:8](=[C:9]([NH:19][CH2:20][CH2:21][CH2:22][OH:24])[CH:10]=[CH:11][CH:12]=3)[C:7](=[O:18])[C:6]=2[CH:5]=[CH:4][CH:3]=1. Procedure: 1,5-Dichloroanthraquinone (2.8 g; 10 mmol) is mixed with 3-amino-1-propanol (10 mL) in DMSO (50 mL) and heated to 130° C. for 4 hours. The mixture is cooled to ˜80° and added water (150 mL). When the mixture has reached RT the formed precipitate is isolated by filtration, washed with water (2×50 mL), boiled in toluene (200 mL) and the un-dissolved product is isolated by filtration and dried. Yield: 3.2 g (90%). The reactants are C(C1=CC=CC=C1)C=1N=NC2=C(C=CC=C2C1C=1C=C(C=CC1)N)Cl (3-(3-benzyl-8-chloro-cinnolin-4-yl)-phenylamine), CN1C=CC2=CC=CC(=C12)C=O (1-methyl-1H-indole-7-carbaldehyde). The product is C(C1=CC=CC=C1)C=1N=NC2=C(C=CC=C2C1C=1C=C(C=CC1)NCC=1C=CC=C2C=CN(C12)C)Cl (N-[3-(3-Benzyl-8-chlorocinnolin-4-yl)phenyl]-N-[(1-methyl-1H-indol-7-yl)methyl]amine). RXN SMILES: [CH2:1]([C:8]1[N:9]=[N:10][C:11]2[C:16]([C:17]=1[C:18]1[CH:19]=[C:20]([NH2:24])[CH:21]=[CH:22][CH:23]=1)=[CH:15][CH:14]=[CH:13][C:12]=2[Cl:25])[C:2]1[CH:7]=[CH:6][CH:5]=[CH:4][CH:3]=1.[CH3:26][N:27]1[C:35]2[C:30](=[CH:31][CH:32]=[CH:33][C:34]=2[CH:36]=O)[CH:29]=[CH:28]1>>[CH2:1]([C:8]1[N:9]=[N:10][C:11]2[C:16]([C:17]=1[C:18]1[CH:19]=[C:20]([NH:24][CH2:36][C:34]3[CH:33]=[CH:32][CH:31]=[C:30]4[C:35]=3[N:27]([CH3:26])[CH:28]=[CH:29]4)[CH:21]=[CH:22][CH:23]=1)=[CH:15][CH:14]=[CH:13][C:12]=2[Cl:25])[C:2]1[CH:7]=[CH:6][CH:5]=[CH:4][CH:3]=1. Procedure details: The title compound was prepared from 3-(3-benzyl-8-chloro-cinnolin-4-yl)-phenylamine and 1-methyl-1H-indole-7-carbaldehyde according the procedure of Example 5 Step 5. MS (ESI) m/z 489. The reactants are FC(C1=CC=C(C=C1)C)(F)F (4-Trifluoromethyltoluene), [N+](=O)(O)[O-] (nitric acid), S(O)(O)(=O)=O (sulphuric acid). Product: CC1=C(C=C(C=C1)C(F)(F)F)[N+](=O)[O-] (2-methyl-5-trifluoromethylnitrobenzene). Reaction SMILES: [F:1][C:2]([F:11])([F:10])[C:3]1[CH:8]=[CH:7][C:6]([CH3:9])=[CH:5][CH:4]=1.[N+:12]([O-])([OH:14])=[O:13].S(=O)(=O)(O)O>>[CH3:9][C:6]1[CH:5]=[CH:4][C:3]([C:2]([F:10])([F:11])[F:1])=[CH:8][C:7]=1[N+:12]([O-:14])=[O:13]. Reported procedure: 4-Trifluoromethyltoluene (12.8 g) was treated at 60°-70° C. with a mixture of concentrated nitric acid (25 ml) and concentrated sulphuric acid (25 ml) for 5 hours. The solution was poured onto ice (0.5 litres) and extracted with ether (3×100 ml). The combined ether extracts were washed with water, dried over sodium sulphate, filtered and evaporated to dryness to give 2-methyl-5-trifluoromethylnitrobenzene (14.8 g) as a pale yellow oil. Starting materials: Cl.ClC1=CC=C2CCNC2=C1 (6-chloroindoline hydrochloride), N1=CC=CC=C1 (pyridine), ClC1=NC=NC2=CC(=C(C=C12)OC)OC (4-chloro-6,7-dimethoxyquinazoline). Solvent: CC(C)O (i-PrOH). The product is ClC1=CC=C2CCN(C2=C1)C1=NC=NC2=CC(=C(C=C12)OC)OC (4-(6-chloro-2,3-dihydro-indol-1-yl)-6,7-dimethoxy-quinazoline), free base. Reaction SMILES: Cl.[Cl:2][C:3]1[CH:11]=[C:10]2[C:6]([CH2:7][CH2:8][NH:9]2)=[CH:5][CH:4]=1.N1C=CC=CC=1.Cl[C:19]1[C:28]2[C:23](=[CH:24][C:25]([O:31][CH3:32])=[C:26]([O:29][CH3:30])[CH:27]=2)[N:22]=[CH:21][N:20]=1>CC(O)C>[Cl:2][C:3]1[CH:11]=[C:10]2[C:6]([CH2:7][CH2:8][N:9]2[C:19]2[C:28]3[C:23](=[CH:24][C:25]([O:31][CH3:32])=[C:26]([O:29][CH3:30])[CH:27]=3)[N:22]=[CH:21][N:20]=2)=[CH:5][CH:4]=1 |f:0.1|. Reported procedure: To 6-chloroindoline hydrochloride (1 00 mg, 0.526 mmol) and pyridine (0.957 mmol, 77 μL) in dry i-PrOH (8 mL) was added 4-chloro-6,7-dimethoxyquinazoline (107 mg, 0.478 mmol). The mixture was refluxed for 2 hours under an atmosphere of dry N2(g) and then the solvent was removed in vacuo. The residue was partitioned between CHCl3 and 1M NaOH, and the organic phase was washed with brine, dried over Na2SO4(g) and concentrated in vacuo. The residue (171 mg) was purified by flash chromatography on si...